This data is from the Open Reaction Database (ORD), a public repository of structured organic reaction records. The task is: describe an organic reaction: reactants, conditions, products, and yield Starting materials: C([O-])([O-])=O.[K+].[K+] (potassium carbonate), SCCNC(OC(C)(C)C)=O (tert-butyl 2-mercaptoethylcarbamate), C(#N)C=1C(=C(C2=CC=CC=C2C1)C(=O)OC)OS(=O)(=O)C(F)(F)F (methyl 3-cyano-2-{[(trifluoromethyl)-sulfonyl]oxy}-1-naphthoate), C(#N)C=1C(=C(C2=CC=CC=C2C1)C(=O)OC)OS(=O)(=O)C(F)(F)F (methyl 3-cyano-2-{[(trifluoromethyl)-sulfonyl]oxy}-1-naphthoate), CC1=CC=C(C=C1)P(C2=CC=C(C=C2)C)C3=C(C4=CC=CC=C4C=C3)C5=C(C=CC6=CC=CC=C65)P(C7=CC=C(C=C7)C)C8=CC=C(C=C8)C ((R)-Tol-BINAP). The reagents and catalysts are C(C)(=O)[O-].[Pd+2].C(C)(=O)[O-] (palladium(II) acetate). Solvent: CCOCC (ether), C(Cl)Cl (methylene chloride), C1(=CC=CC=C1)C (toluene), C1(=CC=CC=C1)C (toluene). Conditions: time 1 hour. Yields the product C(C)(C)(C)OC(=O)NCCSC1=C(C2=CC=CC=C2C=C1C#N)C(=O)OC (Methyl 2-({2-[(tert-Butoxycarbonyl)amino]ethyl}thio)-3-cyano-1-naphthoate). The yield is 69.3%. RXN SMILES: C(=O)([O-])[O-].[K+].[K+].[SH:7][CH2:8][CH2:9][NH:10][C:11](=[O:17])[O:12][C:13]([CH3:16])([CH3:15])[CH3:14].[C:18]([C:20]1[C:21](OS(C(F)(F)F)(=O)=O)=[C:22]([C:30]([O:32][CH3:33])=[O:31])[C:23]2[C:28]([CH:29]=1)=[CH:27][CH:26]=[CH:25][CH:24]=2)#[N:19].CC1C=CC(P(C2C=CC3C(=CC=CC=3)C=2C2C3C(=CC=CC=3)C=CC=2P(C2C=CC(C)=CC=2)C2C=CC(C)=CC=2)C2C=CC(C)=CC=2)=CC=1>C1(C)C=CC=CC=1.CCOCC.C(Cl)Cl.C([O-])(=O)C.[Pd+2].C([O-])(=O)C>[C:13]([O:12][C:11]([NH:10][CH2:9][CH2:8][S:7][C:21]1[C:20]([C:18]#[N:19])=[CH:29][C:28]2[C:23](=[CH:24][CH:25]=[CH:26][CH:27]=2)[C:22]=1[C:30]([O:32][CH3:33])=[O:31])=[O:17])([CH3:14])([CH3:16])[CH3:15] |f:0.1.2,9.10.11|. Procedure: To a suspension (vacuum degassed 3 times) of potassium carbonate (110 mg, 0.78 mmol) in toluene (5 mL) under nitrogen was added tert-butyl 2-mercaptoethylcarbamate (131 μL, 0.78 mmol) followed by stirring at ambient temperature for 1 h. To this suspension was added by cannula a solution (vacuum degassed 3 times) of methyl 3-cyano-2-{[(trifluoromethyl)-sulfonyl]oxy}-1-naphthoate (Intermediate 1, 200 mg, 0.56 mmol), (R)-Tol-BINAP (44.1 mg, 0.07 mmol), and palladium(II) acetate (14 mg, 0.06 mmol) i... The reactants are FC(C(=O)O)(F)F.FC(C(=O)O)(F)F.FC(C(=O)O)(F)F.ClC=1C=NC=2NC=3C=NC=C(CCC4=C(C=CC(NC1N2)=C4)NC(CC4CCNCC4)=O)C3 (N-[6-chloro-2,4,8,18,22-pentaazatetracyclo[14.3.1.1(3,7).1(9,13)]docosa-1(20),3(22),4,6,9(21),10,12,16,18-nonaen-12-yl]-2-piperidin-4-ylacetamide tris(trifluoroacetate)), CC=1SC(=C(N1)C)S(=O)(=O)Cl (2,4-dimethyl-1,3-thiazole-5-sulfonyl chloride). The product is FC(C(=O)O)(F)F.FC(C(=O)O)(F)F.ClC=1C=NC=2NC=3C=NC=C(CCC4=C(C=CC(NC1N2)=C4)NC(CC4CCN(CC4)S(=O)(=O)C4=C(N=C(S4)C)C)=O)C3 (N-[6-Chloro-2,4,8,18,22-pentaazatetracyclo[14.3.1.1(3,7).1(9,13)]docosa-1(20),3(22),4,6,9(21),10,12,16,18-nonaen-12-yl]-2-{1-[(2,4-dimethyl-1,3-thiazol-5-yl)sulfonyl]piperidin-4-yl}acetamide bis(trifluoroacetate)). Yield: 22.0%. RXN SMILES: [F:1][C:2]([F:7])([F:6])[C:3]([OH:5])=[O:4].[F:8][C:9]([F:14])([F:13])[C:10]([OH:12])=[O:11].FC(F)(F)C(O)=O.[Cl:22][C:23]1[CH:24]=[N:25][C:26]2[NH:27][C:28]3[CH:29]=[N:30][CH:31]=[C:32]([CH:54]=3)[CH2:33][CH2:34][C:35]3[CH:43]=[C:39]([NH:40][C:41]=1[N:42]=2)[CH:38]=[CH:37][C:36]=3[NH:44][C:45](=[O:53])[CH2:46][CH:47]1[CH2:52][CH2:51][NH:50][CH2:49][CH2:48]1.[CH3:55][C:56]1[S:57][C:58]([S:62](Cl)(=[O:64])=[O:63])=[C:59]([CH3:61])[N:60]=1>>[F:1][C:2]([F:7])([F:6])[C:3]([OH:5])=[O:4].[F:8][C:9]([F:14])([F:13])[C:10]([OH:12])=[O:11].[Cl:22][C:23]1[CH:24]=[N:25][C:26]2[NH:27][C:28]3[CH:29]=[N:30][CH:31]=[C:32]([CH:54]=3)[CH2:33][CH2:34][C:35]3[CH:43]=[C:39]([NH:40][C:41]=1[N:42]=2)[CH:38]=[CH:37][C:36]=3[NH:44][C:45](=[O:53])[CH2:46][CH:47]1[CH2:52][CH2:51][N:50]([S:62]([C:58]2[S:57][C:56]([CH3:55])=[N:60][C:59]=2[CH3:61])(=[O:64])=[O:63])[CH2:49][CH2:48]1 |f:0.1.2.3,5.6.7|. Reported procedure: The desired compound was prepared according to the procedure of Example A42 using N-[6-chloro-2,4,8,18,22-pentaazatetracyclo[14.3.1.1(3,7).1(9,13)]docosa-1(20),3(22),4,6,9(21),10,12,16,18-nonaen-12-yl]-2-piperidin-4-ylacetamide tris(trifluoroacetate) and 2,4-dimethyl-1,3-thiazole-5-sulfonyl chloride as starting materials in 22% yield. LCMS for C29H32ClN8O3S2 (M+H)+: m/z=639.2. Reactants: C[Si](C1=CC=C(C=C)C=C1)(OC(C)C)OC(C)C (4-(methyldiisopropyloxysilyl)styrene), C1(=CC=C(C=C1)S(=O)(=O)O)C (p-toluene sulfonic acid). The solvent is CO (methanol). Reaction conditions: time 4 hour. Yields the product C[Si](C1=CC=C(C=C)C=C1)(OC)OC (4-(methyldimethoxysilyl)styrene). Isolated yield 64.5%. RXN SMILES: [CH3:1][Si:2]([O:15][CH:16](C)C)([O:11][CH:12](C)C)[C:3]1[CH:10]=[CH:9][C:6]([CH:7]=[CH2:8])=[CH:5][CH:4]=1.C1(C)C=CC(S(O)(=O)=O)=CC=1>CO>[CH3:1][Si:2]([O:11][CH3:12])([O:15][CH3:16])[C:3]1[CH:10]=[CH:9][C:6]([CH:7]=[CH2:8])=[CH:5][CH:4]=1. Procedure details: Compound 4-(methyldiisopropyloxysilyl)styrene (8.23 g, 31 mmol) was dissolved in dry methanol (10 ml,). 1% molar of p-toluene sulfonic acid (17 mg) was added all at once. The yellow suspension was stirred for 4 hours. The organic solvent was pumped off and the corresponding crude oil was distilled under vacuum (B.p. 70-80° C., 5.10−2 mbar) to afford 4-(methyldimethoxysilyl)styrene as a yellow oil (4 g, 20 mmol) in 65% yield. 1H NMR (CDCl3, δ, ppm) 7.64 (2H, d); 7.49 (2H, d); 6.77 (1H, dd), 5.84 ... Reactants: ( 10-4 ), C(C(C)C)(=O)O (isobutyric acid), C(C(C)C)(=O)O (isobutyric acid), O=O (oxygen). The reagents and catalysts are orange colored bead catalyst. Yields the product C(C(C)C)(=O)O (isobutyric acid), C(C(=C)C)(=O)O (methacrylic acid). RXN SMILES: [C:1]([OH:6])(=[O:5])[CH:2]([CH3:4])[CH3:3].O=O>>[C:1]([OH:6])(=[O:5])[CH:2]([CH3:4])[CH3:3].[C:1]([OH:6])(=[O:5])[C:2]([CH3:4])=[CH2:3]. Procedure details: A vaporous mixture of isobutyric acid and oxygen (as air) in a molar ratio of 1:1:5 was conducted at 340° C. over 169.9 g (130 ml) of the orange colored bead catalyst in a recirculating reactor with a loading of the pure catalyst mass of 2.364 (10-4) mole of isobutyric acid per gram of catalytic mass and per minute. Under these conditions, an isobutyric acid conversion of 70.2% and a selectivity of methacrylic acid of 76% were obtained. The space-time yield of methacrylic acid was 287 grams/lite... The reactants are ClC(C(=O)OCC)C(CCC)=O (Ethyl 2-chloro-3-oxohexanoate), CO (methanol), [H][H] (hydrogen). Run in O (water). Conditions: temperature 70 celsius, time 14 hour. Yields the product ClC(C(=O)OCC)C(CCC)O (ethyl 2-chloro-3-hydroxyhexanoate). Isolated yield 72.3%. Reaction SMILES: [Cl:1][CH:2]([C:8](=[O:12])[CH2:9][CH2:10][CH3:11])[C:3]([O:5][CH2:6][CH3:7])=[O:4].CO.[H][H]>O>[Cl:1][CH:2]([CH:8]([OH:12])[CH2:9][CH2:10][CH3:11])[C:3]([O:5][CH2:6][CH3:7])=[O:4]. Reported procedure: Ethyl 2-chloro-3-oxohexanoate (2.5 g, 13 mmol), methanol (7.5 ml) and water (0.75 ml) were mixed, and nitrogen substitution was carried out after reducing the pressure. The above catalyst solution was added thereto, and hydrogen substitution (3 atmospheres) was carried out under reduced pressure. The mixture was stirred at 70° C. for 14 hours. After the mixture was cooled to room temperature, the solvent was evaporated away under reduced pressure. The concentrated matter was purified by silica g...